This data is from the Open Reaction Database (ORD), a public repository of structured organic reaction records. The task is: describe an organic reaction: reactants, conditions, products, and yield The reactants are S(=O)([O-])[O-].[Na+].[Na+] (sodium sulfite), C(O)([O-])=O.[Na+] (sodium hydrogen carbonate), OO (hydrogen peroxide), [OH-].[Li+] (lithium hydroxide), C(C1=CC=CC=C1)[C@H]1N(C(OC1)=O)C([C@@H](C(C)C)CC1=CC(=C(C=C1)OC)OCCCOC)=O (4(R)-benzyl-3-{2(R)-[4-methoxy-3-(3-methoxypropoxy)-benzyl]-3-methyl-butyryl}-oxazolidin-2-one). The solvent is O1CCCC1.O (tetrahydrofuran water). Conditions: temperature 0 celsius. Yields the product COC1=C(C=C(C[C@@H](C(=O)O)C(C)C)C=C1)OCCCOC (2(R)-[4-Methoxy-3-(3-methoxypropoxy)-benzyl]-3-methyl-butyric acid), oil. As a reaction SMILES: OO.[OH-].[Li+].C([C@@H]1COC(=O)N1[C:18](=[O:38])[C@H:19]([CH2:23][C:24]1[CH:29]=[CH:28][C:27]([O:30][CH3:31])=[C:26]([O:32][CH2:33][CH2:34][CH2:35][O:36][CH3:37])[CH:25]=1)[CH:20]([CH3:22])[CH3:21])C1C=CC=CC=1.S([O-])([O-])=[O:40].[Na+].[Na+].C(=O)([O-])O.[Na+]>O1CCCC1.O>[CH3:31][O:30][C:27]1[CH:28]=[CH:29][C:24]([CH2:23][C@H:19]([CH:20]([CH3:21])[CH3:22])[C:18]([OH:38])=[O:40])=[CH:25][C:26]=1[O:32][CH2:33][CH2:34][CH2:35][O:36][CH3:37] |f:1.2,4.5.6,7.8,9.10|. Procedure details: With ice-cooling, a 30% hydrogen peroxide solution (434 ml) and lithium hydroxide 98% (31.2 g) are added to a solution of 4(R)-benzyl-3-{2(R)-[4-methoxy-3-(3-methoxypropoxy)-benzyl]-3-methyl-butyryl}-oxazolidin-2-one (300 g) in tetrahydrofuran/water 3:1 (4.8 liters). When the addition is complete, the temperature of the reaction mixture is allowed to rise to room temperature over the course of 3 hours; the batch is then cooled again to 0° C. and a 1.5M aqueous sodium sulfite solution (2.55 liter... The reactants are BrC=1C=C(C=CC1)CC(=O)O (3-bromophenylacetic acid), C(Cl)Cl (CH2Cl2). The product is COC(CC1=CC(=CC=C1)Br)=O ((3-Bromo-phenyl)-acetic acid methyl ester). As a reaction SMILES: [Br:1][C:2]1[CH:3]=[C:4]([CH2:8][C:9]([OH:11])=[O:10])[CH:5]=[CH:6][CH:7]=1.[CH2:12](Cl)Cl>>[CH3:12][O:10][C:9](=[O:11])[CH2:8][C:4]1[CH:5]=[CH:6][CH:7]=[C:2]([Br:1])[CH:3]=1. Procedure: To a solution of 3-bromophenylacetic acid (10 g, 46 mmol) in CH2Cl2 (20 mL) was added CH2N2 (Et2O) until yellow coloration persisted. The resulting reaction mixture was quenched with AcOH, and diluted with a NaHCO3 solution and ethyl acetate. The organic extracts were washed (H2O, brine), dried (MgSO4), filtered and concentrated to provided the (3-Bromo-phenyl)-acetic acid methyl ester compound.